This data is from the Open Reaction Database (ORD), a public repository of structured organic reaction records. The task is: describe an organic reaction: reactants, conditions, products, and yield The reactants are C1(CC(CCC1)=O)=O (1,3-cyclohexanedione), C1(=CC=CC2=CC=CC=C12)C=O (1-naphthaldehyde), NC1=NNC=C1 (3-aminopyrazole). Run in C(C)O (ethanol). Yields the product C1(=CC=CC2=CC=CC=C12)C1N2C(NC=3CCCC(C13)=O)=CC=N2 (9-(1-naphthyl)-5,6,7,9-tetrahydropyrazolo[5,1-b]quinazolin-8(4H)-one). The yield is 44.4%. As a reaction SMILES: [C:1]1(=[O:8])[CH2:6][CH2:5][CH2:4][C:3](=O)[CH2:2]1.[C:9]1([CH:19]=O)[C:18]2[C:13](=[CH:14][CH:15]=[CH:16][CH:17]=2)[CH:12]=[CH:11][CH:10]=1.[NH2:21][C:22]1[CH:26]=[CH:25][NH:24][N:23]=1>C(O)C>[C:9]1([CH:19]2[C:2]3[C:1](=[O:8])[CH2:6][CH2:5][CH2:4][C:3]=3[NH:21][C:22]3=[CH:26][CH:25]=[N:24][N:23]23)[C:18]2[C:13](=[CH:14][CH:15]=[CH:16][CH:17]=2)[CH:12]=[CH:11][CH:10]=1. Reported procedure: A solution of 1,3-cyclohexanedione(0.11 g, 1 mmol), 1-naphthaldehyde(0.16 g, 1 mmol), and 3-aminopyrazole(0.11 g, 1.27 mmol) in ethanol (10 mL) was heated at 80 ° C. in a sealed 20 mL vial for 3 days. After the reaction mixture was allowed to cool to ambient temperature, the solvent was evaporated at reduced pressure and the resulting residue was chromatographed on silica gel, eluting with 5% ethanol/methylene chloride to provide 0.14 g (44%) of the title compound. The reactants are FC(C=1C=C(C(C#N)=CC1)N)(F)F (4-trifluoromethyl anthranilonitrile), S1CCC(CC1)=O (tetrahydrothiopyran-4-one). The reagents and catalysts are [Cl-].[Zn+2].[Cl-] (zinc chloride). Solvent: [N+](=O)([O-])C1=CC=CC=C1 (nitrobenzene). Reaction conditions: temperature 50 celsius, time 1.5 hour. The product is NC1=C2C(=NC=3C=C(C=CC13)C(F)(F)F)CCSC2 (10-amino-3,4-dihydro-7-trifluoromethyl-1H-thiopyrano[4,3-b]quinoline). Isolated yield 54.7%. RXN SMILES: [F:1][C:2]([F:13])([F:12])[C:3]1[CH:4]=[C:5]([NH2:11])[C:6](=[CH:9][CH:10]=1)[C:7]#[N:8].[S:14]1[CH2:19][CH2:18][C:17](=O)[CH2:16][CH2:15]1>[N+](C1C=CC=CC=1)([O-])=O.[Cl-].[Zn+2].[Cl-]>[NH2:8][C:7]1[C:6]2[CH:9]=[CH:10][C:3]([C:2]([F:12])([F:13])[F:1])=[CH:4][C:5]=2[N:11]=[C:17]2[CH2:18][CH2:19][S:14][CH2:15][C:16]=12 |f:3.4.5|. Procedure details: To a solution of 4-trifluoromethyl anthranilonitrile (12.2 g) in 50 ml of nitrobenzene was added freshly fused and pulverized zinc chloride (13.4 g). This was stirred at 50° C. for 1.5 hours after which was added tetrahydrothiopyran-4-one (9.9 g). The reaction mixture was stirred at 130° C. for 2 hours and allowed to cool, and the resulting complex was filtered and rinsed with ethyl ether. The solid was partitioned between 2-butanone (MEK) and NH4OH and the aqueous phase was extracted with MEK (... Reactants: O=C([O-])[O-], CS(=O)(=O)Oc1ccc2c(c1)C13CCCCC1C(C2)NCC3, BrCC1CC1, [Cl-], Cl, [K+], [K+], [Na+], CN(C)C=O. Product: C=CCN1CCC23CCCCC2C1Cc1ccc(OS(C)(=O)=O)cc13. RXN SMILES: [C:24](=[O:25])([O-:26])[O-:27].[CH3:1][S:2](=[O:3])(=[O:4])[O:5][c:6]1[cH:7][cH:8][c:9]2[c:18]([cH:19]1)[C:17]13[CH:12]([CH:11]([CH2:10]2)[NH:22][CH2:21][CH2:20]1)[CH2:13][CH2:14][CH2:15][CH2:16]3.[CH:30]1([CH2:33][Br:34])[CH2:31][CH2:32]1.[Cl-:35].[ClH:23].[K+:28].[K+:29].[Na+:36].[O:37]=[CH:38][N:39]([CH3:40])[CH3:41]>>[CH3:1][S:2](=[O:3])(=[O:4])[O:5][c:6]1[cH:7][cH:8][c:9]2[c:18]([cH:19]1)[C:17]13[CH:12]([CH:11]([CH2:10]2)[N:22]([CH2:32][CH:30]=[CH2:31])[CH2:21][CH2:20]1)[CH2:13][CH2:14][CH2:15][CH2:16]3.